From a dataset of the Open Reaction Database (ORD), a public repository of structured organic reaction records. describe an organic reaction: reactants, conditions, products, and yield Starting materials: C(=O)(C(F)(F)F)O (TFA), N1(C=NC=C1)CCOC1CCC2(CCN(CC2)C(=O)OC(C)(C)C)CC1 (tert-butyl 9-(2-(1H-imidazol-1-yl)ethoxy)-3-azaspiro[5.5]undecane-3-carboxylate). Procedure: TFA (6.25 ml) was added to a solution of tert-butyl 9-(2-(1H-imidazol-1-yl)ethoxy)-3-azaspiro[5.5]undecane-3-carboxylate (2.28 mmol, 1.0 eq.) in MC (25 ml) at 0° C. and the mixture was stirred at 25° C. for 2 h. The reaction mixture was concentrated under reduced pressure and the residue was azeotroped with MC to give the crude product which was used in the next step without further purification. RXN SMILES: C(O)(C(F)(F)F)=O.[N:8]1([CH2:13][CH2:14][O:15][CH:16]2[CH2:33][CH2:32][C:19]3([CH2:24][CH2:23][N:22](C(OC(C)(C)C)=O)[CH2:21][CH2:20]3)[CH2:18][CH2:17]2)[CH:12]=[CH:11][N:10]=[CH:9]1>>[N:8]1([CH2:13][CH2:14][O:15][CH:16]2[CH2:33][CH2:32][C:19]3([CH2:24][CH2:23][NH:22][CH2:21][CH2:20]3)[CH2:18][CH2:17]2)[CH:12]=[CH:11][N:10]=[CH:9]1. Product: N1(C=NC=C1)CCOC1CCC2(CCNCC2)CC1 (9-(2-(1H-Imidazol-1-yl)ethoxy)-3-azaspiro[5.5]undecane). Conditions: temperature 25 celsius, time 2 hour. Reactants: ClCC(CCl)O (1,3-di-chloro-2-propanol), C(Cl)C1CO1 (epichlorohydrin), O (water), para bisphenol A, [OH-].[Na+] (sodium hydroxide). Product: C(C1CO1)OCC1CO1 (diglycidyl ether), C1C(O1)CO (glycidol). As a reaction SMILES: [OH-:1].[Na+].O.Cl[CH2:5][CH:6]([OH:9])[CH2:7]Cl.[CH2:10]([CH:12]1[O:14][CH2:13]1)Cl>>[CH2:5]([O:1][CH2:10][CH:12]1[O:14][CH2:13]1)[CH:6]1[O:9][CH2:7]1.[CH2:5]1[O:9][CH:6]1[CH2:7][OH:14] |f:0.1|. Procedure details: Into a 500 ml 3-neck flask was weighed 22.8 grams (0.100 mole) of para bisphenol A, 8.0 grams (0.200 mole) of sodium hydroxide and 208 grams (11.56 moles) of water. The mixture was agitated under a nitrogen purge until complete solution had occurred. Into this mixture was charged a solution of varying amounts of 1,3-di-chloro-2-propanol in 185 grams (2 moles) of epichlorohydrin. The mixture was then agitated for exactly one hour (3600 s) at a controlled temperature of 30° C. After this time, sam... The reactants are BrB(Br)Br, COc1ccc2oc(C(=O)N3CC(C)OC(C)C3)cc2c1, ClCCl. Yields the product CC1CN(C(=O)c2cc3cc(O)ccc3o2)CC(C)O1. Reaction SMILES: [B:22]([Br:23])([Br:24])[Br:25].[CH3:1][CH:2]1[O:3][CH:4]([CH3:21])[CH2:5][N:6]([C:8](=[O:9])[c:10]2[o:11][c:12]3[c:13]([cH:14]2)[cH:15][c:16]([O:19][CH3:20])[cH:17][cH:18]3)[CH2:7]1.[Cl:26][CH2:27][Cl:28]>>[CH3:1][CH:2]1[O:3][CH:4]([CH3:21])[CH2:5][N:6]([C:8](=[O:9])[c:10]2[o:11][c:12]3[c:13]([cH:14]2)[cH:15][c:16]([OH:19])[cH:17][cH:18]3)[CH2:7]1.